This data is from the Open Reaction Database (ORD), a public repository of structured organic reaction records. The task is: describe an organic reaction: reactants, conditions, products, and yield Reactants: C(C)(C)(C)OC(=O)N1CCC(CC1)(OCC1=NC2=C(N1COCC[Si](C)(C)C)C=C(C(=C2)F)F)C2=CC=C(C=C2)C2=CC(=CC=C2)C#N (4-(3′-cyano-biphenyl-4-yl)-4-[5,6-difluoro-1-(2-trimethylsilanyl-ethoxymethyl)-1H-benzoimidazol-2-ylmethoxy]-piperidine-1-carboxylic acid tert-butyl ester), [F-].C(CCC)[N+](CCCC)(CCCC)CCCC (tetrabutylammonium fluoride). Solvent: O1CCCC1 (tetrahydrofuran). Reaction conditions: time 20 hour. Yields the product C(C)(C)(C)OC(=O)N1CCC(CC1)(OCC1=NC2=C(N1)C=C(C(=C2)F)F)C2=CC=C(C=C2)C2=CC(=CC=C2)C#N (4-(3′-Cyano-biphenyl-4-yl)-4-(5,6-difluoro-1H-benzoimidazol-2-ylmethoxy)-piperidine-1-carboxylic acid tert-butyl ester). The yield is 91.8%. Reaction SMILES: [C:1]([O:5][C:6]([N:8]1[CH2:13][CH2:12][C:11]([C:35]2[CH:40]=[CH:39][C:38]([C:41]3[CH:46]=[CH:45][CH:44]=[C:43]([C:47]#[N:48])[CH:42]=3)=[CH:37][CH:36]=2)([O:14][CH2:15][C:16]2[N:20](COCC[Si](C)(C)C)[C:19]3[CH:29]=[C:30]([F:34])[C:31]([F:33])=[CH:32][C:18]=3[N:17]=2)[CH2:10][CH2:9]1)=[O:7])([CH3:4])([CH3:3])[CH3:2].[F-].C([N+](CCCC)(CCCC)CCCC)CCC>O1CCCC1>[C:1]([O:5][C:6]([N:8]1[CH2:9][CH2:10][C:11]([C:35]2[CH:36]=[CH:37][C:38]([C:41]3[CH:46]=[CH:45][CH:44]=[C:43]([C:47]#[N:48])[CH:42]=3)=[CH:39][CH:40]=2)([O:14][CH2:15][C:16]2[NH:17][C:18]3[CH:32]=[C:31]([F:33])[C:30]([F:34])=[CH:29][C:19]=3[N:20]=2)[CH2:12][CH2:13]1)=[O:7])([CH3:4])([CH3:2])[CH3:3] |f:1.2|. Procedure details: To a solution of 0.033 g of 4-(3′-cyano-biphenyl-4-yl)-4-[5,6-difluoro-1-(2-trimethylsilanyl-ethoxymethyl)-1H-benzoimidazol-2-ylmethoxy]-piperidine-1-carboxylic acid tert-butyl ester 62 (0.05 mmol, 1 eq) in 2.5 mL of tetrahydrofuran was added 0.10 mL tetrabutylammonium fluoride (1M in THF, 0.1 mmol, 2 eq). The reaction was stirred at room temperature for 20 h and then at 60° C. for 5 h. The mixture was allowed to cool to room temperature and then partitioned between 25 mL of ethyl acetate and 20... Reactants: BrC1=CC=C(C=C1)S (4-bromobenzenethiol), COC(CBr)OC (bromoacetaldehyde dimethyl acetal), 4- and 6-methoxybenzo[b]thiophene. Product: BrC1=CC2=C(SC=C2)C=C1 (5-Bromobenzo[b]thiophene). RXN SMILES: [Br:1][C:2]1[CH:7]=[CH:6][C:5]([SH:8])=[CH:4][CH:3]=1.CO[CH:11](OC)[CH2:12]Br>>[Br:1][C:2]1[CH:7]=[CH:6][C:5]2[S:8][CH:11]=[CH:12][C:4]=2[CH:3]=1. Procedure details: 5-Bromobenzo[b]thiophene was prepared in quantitative yield for two steps from 4-bromobenzenethiol and bromoacetaldehyde dimethyl acetal as described in the preparation of 4- and 6-methoxybenzo[b]thiophene (see Example 92, Part A): mp 40-43.5° C; FDMS 212.1 (M-1); Anal. Calcd for C8H5BrS.0.10C7H8OS: C, 46.01; H, 2.57; S, 15.53. Found: C, 46.19; H, 2.49; S, 15.79. Reactants: OC=1C=C2C=CC(=CC2=CC1)B(O)O (6-hydroxynaphthalen-2-yl boronic acid), BrC=1C=NC(=NC1)C(=O)OC (methyl 5-bromopyrimidine-2-carboxylate). Product: OC=1C=C2C=CC(=CC2=CC1)C=1C=NC(=NC1)C(=O)O (5-(6-hydroxynaphthalen-2-yl)pyrimidine-2-carboxylic acid). Reaction SMILES: [OH:1][C:2]1[CH:3]=[C:4]2[C:9](=[CH:10][CH:11]=1)[CH:8]=[C:7](B(O)O)[CH:6]=[CH:5]2.Br[C:16]1[CH:17]=[N:18][C:19]([C:22]([O:24]C)=[O:23])=[N:20][CH:21]=1>>[OH:1][C:2]1[CH:3]=[C:4]2[C:9](=[CH:10][CH:11]=1)[CH:8]=[C:7]([C:16]1[CH:17]=[N:18][C:19]([C:22]([OH:24])=[O:23])=[N:20][CH:21]=1)[CH:6]=[CH:5]2. Procedure details: Followed the two step procedure described for Example 7 starting from 6-hydroxynaphthalen-2-yl boronic acid and methyl 5-bromopyrimidine-2-carboxylate. 1H-NMR (DMSO-d6 500 MHz): 9.39 (s, 2H), 8.38 (s, 1H), 7.87-7.91 (t, J=8.5, 12.0 Hz, 3H), 7.17-7.20 (t, J=5.5, 10.5 Hz, 2H). MS (ESI): m/z=267.0 [M+1]+. Reactants: CC=1C=C(C=NNC2=NC=3N(C(=C2)N2CCOCC2)N=C(C3)C3CCNCC3)C=CC1 (N-(3-methyl-benzylidene)-N′-(7-morpholin-4-yl-2-piperidin-4-yl-pyrazolo[1,5-a]pyrimidin-5-yl)-hydrazine), C(C)(=O)OC(C)=O (acetic acid anhydride). The solvent is C(Cl)Cl (methylene chloride). Reaction conditions: temperature 90 celsius, time 15 minute. The product is C(C)(=O)N1CCC(CC1)C1=NN2C(N=C(C=C2N2CCOCC2)NN=CC2=CC(=CC=C2)C)=C1 (N-[2-(1-acetyl-piperidin-4-yl)-7-morpholin-4-yl-pyrazolo-[1,5-a]pyrimidin-5-yl]-N′-(3-methyl-benzylidene)-hydrazine). Yield: 73.0%. Reaction SMILES: [CH3:1][C:2]1[CH:3]=[C:4]([CH:29]=[CH:30][CH:31]=1)[CH:5]=[N:6][NH:7][C:8]1[CH:13]=[C:12]([N:14]2[CH2:19][CH2:18][O:17][CH2:16][CH2:15]2)[N:11]2[N:20]=[C:21]([CH:23]3[CH2:28][CH2:27][NH:26][CH2:25][CH2:24]3)[CH:22]=[C:10]2[N:9]=1.[C:32](OC(=O)C)(=[O:34])[CH3:33]>C(Cl)Cl>[C:32]([N:26]1[CH2:25][CH2:24][CH:23]([C:21]2[CH:22]=[C:10]3[N:9]=[C:8]([NH:7][N:6]=[CH:5][C:4]4[CH:29]=[CH:30][CH:31]=[C:2]([CH3:1])[CH:3]=4)[CH:13]=[C:12]([N:14]4[CH2:19][CH2:18][O:17][CH2:16][CH2:15]4)[N:11]3[N:20]=2)[CH2:28][CH2:27]1)(=[O:34])[CH3:33]. Procedure details: There was suspended, in methylene chloride (2 mL), N-(3-methyl-benzylidene)-N′-(7-morpholin-4-yl-2-piperidin-4-yl-pyrazolo[1,5-a]pyrimidin-5-yl)-hydrazine (31.0 mg, 0.0739 mM) and then acetic acid anhydride (1 mL) was added to the suspension. After this reaction liquid was heated to 90° C. and stirred for 15 minutes, the solvent was distilled off, the resulting residue was diluted with a saturated aqueous solution of sodium bicarbonate and then the mixture was extracted with ethyl acetate. The r... The reactants are Cl.Cl.Cl.N1N=CC2=CC=C(C=C12)NC(=O)C1=CC2=C(NC(=N2)NC2=C(C=CC=C2)C(F)(F)F)C=C1N1CCNCC1 (6-piperazin-1-yl-2-(2-trifluoromethylphenylamino)-1H-benzimidazole-5-carboxylic acid (1H-indazol-6-yl)-amide trihydrochloride), C(C=O)(=O)O (glyoxylic acid), C(#N)[BH3-].[Na+] (sodium cyanoborohydride). The reagents and catalysts are C(C)(=O)O (acetic acid). The solvent is CO (methanol). Conditions: time 60 minute. Yields the product N1N=CC2=CC=C(C=C12)NC(=O)C=1C(=CC2=C(N=C(N2)NC2=C(C=CC=C2)C(F)(F)F)C1)N1CCN(CC1)CC(=O)O ({4-[6-(1H-indazol-6-ylcarbamoyl)-2-(2-trifluoromethyl-phenylamino)-3H-benzoimidazol-5-yl]-piperazin-1-yl}acetic acid). Reaction SMILES: Cl.Cl.Cl.[NH:4]1[C:12]2[C:7](=[CH:8][CH:9]=[C:10]([NH:13][C:14]([C:16]3[C:35]([N:36]4[CH2:41][CH2:40][NH:39][CH2:38][CH2:37]4)=[CH:34][C:19]4[NH:20][C:21]([NH:23][C:24]5[CH:29]=[CH:28][CH:27]=[CH:26][C:25]=5[C:30]([F:33])([F:32])[F:31])=[N:22][C:18]=4[CH:17]=3)=[O:15])[CH:11]=2)[CH:6]=[N:5]1.[C:42]([OH:46])(=[O:45])[CH:43]=O.C([BH3-])#N.[Na+]>CO.C(O)(=O)C>[NH:4]1[C:12]2[C:7](=[CH:8][CH:9]=[C:10]([NH:13][C:14]([C:16]3[C:35]([N:36]4[CH2:37][CH2:38][N:39]([CH2:43][C:42]([OH:46])=[O:45])[CH2:40][CH2:41]4)=[CH:34][C:19]4[NH:20][C:21]([NH:23][C:24]5[CH:29]=[CH:28][CH:27]=[CH:26][C:25]=5[C:30]([F:31])([F:32])[F:33])=[N:22][C:18]=4[CH:17]=3)=[O:15])[CH:11]=2)[CH:6]=[N:5]1 |f:0.1.2.3,5.6|. Procedure: To a solution of 6-piperazin-1-yl-2-(2-trifluoromethylphenylamino)-1H-benzimidazole-5-carboxylic acid (1H-indazol-6-yl)-amide trihydrochloride (0.25 mmol; see Example 88) in methanol (1 mL) was added glyoxylic acid (0.5 mmol), and the resulting mixture was stirred at RT for 60 min. The reaction mixture was then charged with solid sodium cyanoborohydride (0.6 mmol), and the stirring was continued at RT for 10 h. To the reaction mixture was then added a few drops of glacial acetic acid, and the mi...